This data is from the Open Reaction Database (ORD), a public repository of structured organic reaction records. The task is: describe an organic reaction: reactants, conditions, products, and yield Solvent: CCCCCC (hexane). Conditions: time 1 hour. Product: FC(C1=CC(=CC=C1)C(C(C)=O)=CCCCC)(F)F (3-(α,α,α-Trifluoro-m-tolyl)-3-octen-2-one). The reactants are CN(C=C(C(C)=O)C=1C=C(C=CC1)C(F)(F)F)C (4-(dimethylamino)-3-(α,α,α-trifluoro-m-tolyl)-3-buten-2-one), Cl (HCl), O1CCCC1 (tetrahydrofuran), C(CCC)[Li] (n-butyllithium). Procedure: A mixture was prepared of 5.14 g. (0.02 mole) of 4-(dimethylamino)-3-(α,α,α-trifluoro-m-tolyl)-3-buten-2-one and 75 ml. of dry tetrahydrofuran and there was added dropwise thereto an equivalent amount of n-butyllithium in hexane while maintaining the temperature of the reaction mixture at about -20° C. After the addition was complete the mixture was stirred for about 1 hour at a temperature of about -20° to -30° C. The reaction mixture was then allowed to warm to room temperature and 25 ml. of 1... RXN SMILES: CN(C)[CH:3]=[C:4]([C:8]1[CH:9]=[C:10]([C:14]([F:17])([F:16])[F:15])[CH:11]=[CH:12][CH:13]=1)[C:5](=[O:7])[CH3:6].O1[CH2:23][CH2:22][CH2:21][CH2:20]1.C([Li])CCC.Cl>CCCCCC>[F:15][C:14]([F:17])([F:16])[C:10]1[CH:11]=[CH:12][CH:13]=[C:8]([C:4](=[CH:3][CH2:20][CH2:21][CH2:22][CH3:23])[C:5](=[O:7])[CH3:6])[CH:9]=1. The reactants are O=C(O)c1ncn2cc(Br)sc12, Cc1ccccc1, O=S(Cl)Cl. Yields the product O=C(O)c1ncn2cc(Br)sc12, [Cl-]. Reaction SMILES: [Br:5][c:6]1[cH:7][n:8]2[c:9]([s:10]1)[c:11]([C:14](=[O:15])[OH:16])[n:12][cH:13]2.[CH3:17][c:18]1[cH:19][cH:20][cH:21][cH:22][cH:23]1.[S:1]([Cl:2])([Cl:3])=[O:4]>>[Br:5][c:6]1[cH:7][n:8]2[c:9]([s:10]1)[c:11]([C:14](=[O:15])[OH:16])[n:12][cH:13]2.[Cl-:3]. The reactants are [OH-].[Li+] (lithium hydroxide), C(C)(C)N1C(=NC2=C1C=CC=C2)NC2=CC=C(C(=O)OC)C=C2 (methyl 4-(1-isopropyl-1H-benzo[d]imidazol-2-ylamino)benzoate). Run at time 8 hour. Yields the product C(C)(C)N1C(=NC2=C1C=CC=C2)NC2=CC=C(C(=O)O)C=C2 (4-(1-isopropyl-1H-benzo[d]imidazol-2-ylamino)benzoic acid). The yield is 56.6%. RXN SMILES: [OH-].[Li+].[CH:3]([N:6]1[C:10]2[CH:11]=[CH:12][CH:13]=[CH:14][C:9]=2[N:8]=[C:7]1[NH:15][C:16]1[CH:25]=[CH:24][C:19]([C:20]([O:22]C)=[O:21])=[CH:18][CH:17]=1)([CH3:5])[CH3:4]>>[CH:3]([N:6]1[C:10]2[CH:11]=[CH:12][CH:13]=[CH:14][C:9]=2[N:8]=[C:7]1[NH:15][C:16]1[CH:17]=[CH:18][C:19]([C:20]([OH:22])=[O:21])=[CH:24][CH:25]=1)([CH3:5])[CH3:4] |f:0.1|. Reported procedure: 1 N lithium hydroxide solution (1.2 mL, 1.2 mmol) is added to a solution of methyl 4-(1-isopropyl-1H-benzo[d]imidazol-2-ylamino)benzoate (122 mg, 0.395 mmol). The reaction may be stirred at room temperature overnight and concentrated. 1 N hydrochloride solution may be added to the residue and a white precipitate collected by filtration to give 4-(1-isopropyl-1H-benzo[d]imidazol-2-ylamino)benzoic acid (66 mg) Procedure: A Grignard reagent was prepared from 4-bromoanisole (1.2 g), magnesium (0.16 g), a catalytic amount of iodine and tetrahydrofuran (20 mL) in the usual manner. To the obtained Grignard reagent solution was added a solution of 3-benzyloxy-4-formyl-5-methyl-1-phenyl-1H-pyrazole(1.5 g) in tetrahydrofuran (15 mL) at 0° C., and the mixture was stirred for 30 minutes. To the reaction mixture was added a saturated aqueous ammonium chloride solution, and the mixture was extracted with diethyl ether. The ... Reaction SMILES: Br[C:2]1[CH:7]=[CH:6][C:5]([O:8][CH3:9])=[CH:4][CH:3]=1.[Mg].II.C([O:20][C:21]1[C:25]([CH:26]=O)=[C:24]([CH3:28])[N:23]([C:29]2[CH:34]=[CH:33][CH:32]=[CH:31][CH:30]=2)[N:22]=1)C1C=CC=CC=1.[Cl-].[NH4+]>O1CCCC1>[CH3:9][O:8][C:5]1[CH:6]=[CH:7][C:2]([CH2:26][C:25]2[C:21](=[O:20])[NH:22][N:23]([C:29]3[CH:30]=[CH:31][CH:32]=[CH:33][CH:34]=3)[C:24]=2[CH3:28])=[CH:3][CH:4]=1 |f:4.5|. Conditions: time 30 minute. Product: Grignard reagent, COC1=CC=C(C=C1)CC=1C(NN(C1C)C1=CC=CC=C1)=O (4-[(4-Methoxyphenyl)methyl]-5-methyl-1-phenyl-1,2-dihydro-3H-pyrazol-3-one). Isolated yield 51.6%. Run in O1CCCC1 (tetrahydrofuran), O1CCCC1 (tetrahydrofuran). The reactants are Grignard reagent, C(C1=CC=CC=C1)OC1=NN(C(=C1C=O)C)C1=CC=CC=C1 (3-benzyloxy-4-formyl-5-methyl-1-phenyl-1H-pyrazole), II (iodine), BrC1=CC=C(C=C1)OC (4-bromoanisole), [Mg] (magnesium), [Cl-].[NH4+] (ammonium chloride). Starting materials: C1(=CC=CC=C1)SCN1S(=O)(=O)C2=C(C(=CC(=C2C1=O)OCC)CCC)OC (2-phenylthiomethyl-4-ethoxy-6-propyl-7-methoxysaccharin), S(=O)(=O)(Cl)Cl (sulfuryl chloride). The solvent is ClCCl (dichloromethane). Yields the product ClCN1S(=O)(=O)C2=C(C(=CC(=C2C1=O)OCC)CCC)OC (2-chloromethyl-4-ethoxy-6-propyl-7-methoxysaccharin). The yield is 89.0%. As a reaction SMILES: C1(S[CH2:8][N:9]2[C:19](=[O:20])[C:18]3[C:13](=[C:14]([O:27][CH3:28])[C:15]([CH2:24][CH2:25][CH3:26])=[CH:16][C:17]=3[O:21][CH2:22][CH3:23])[S:10]2(=[O:12])=[O:11])C=CC=CC=1.S(Cl)([Cl:32])(=O)=O>ClCCl>[Cl:32][CH2:8][N:9]1[C:19](=[O:20])[C:18]2[C:13](=[C:14]([O:27][CH3:28])[C:15]([CH2:24][CH2:25][CH3:26])=[CH:16][C:17]=2[O:21][CH2:22][CH3:23])[S:10]1(=[O:12])=[O:11]. Reported procedure: By the method of part E of Example 45 2-phenylthiomethyl-4-ethoxy-6-propyl-7-methoxysaccharin (0.85 g) was reacted with sulfuryl chloride (0.30 g) in dichloromethane and purified with hexane affording 2-chloromethyl-4-ethoxy-6-propyl-7-methoxysaccharin, 0.62 g, 89% yield, mp 131°-133° C.